From a dataset of the Open Reaction Database (ORD), a public repository of structured organic reaction records. describe an organic reaction: reactants, conditions, products, and yield Starting materials: Cl.FC1=C(C(=CC=C1F)F)[C@@H](C)N ((R)-1-(2,3,6-trifluorophenyl)ethanamine hydrochloride), C(C)(C)(C)OC(=O)C1=C(C=CC=C1)C1=CC=C(C=C1)CN1C(=C(C2=CC(=CC=C12)C(=O)O)C)C (1-((2′-(tert-butoxycarbonyl)-[1,1′-biphenyl]-4-yl)methyl)-2,3-dimethyl-1H-indole-5-carboxylic acid). Product: CC=1N(C2=CC=C(C=C2C1C)C(N[C@H](C)C1=C(C(=CC=C1F)F)F)=O)CC1=CC=C(C=C1)C=1C(=CC=CC1)C(=O)O ((R)-4′-((2,3-dimethyl-5-((1-(2,3,6-trifluorophenyl)ethyl)carbamoyl)-1H-indol-1-yl)methyl)-[1,1′-biphenyl]-2-carboxylic acid). Reaction SMILES: Cl.[F:2][C:3]1[C:8]([F:9])=[CH:7][CH:6]=[C:5]([F:10])[C:4]=1[C@H:11]([NH2:13])[CH3:12].C([O:18][C:19]([C:21]1[CH:26]=[CH:25][CH:24]=[CH:23][C:22]=1[C:27]1[CH:32]=[CH:31][C:30]([CH2:33][N:34]2[C:42]3[C:37](=[CH:38][C:39]([C:43](O)=[O:44])=[CH:40][CH:41]=3)[C:36]([CH3:46])=[C:35]2[CH3:47])=[CH:29][CH:28]=1)=[O:20])(C)(C)C>>[CH3:47][C:35]1[N:34]([CH2:33][C:30]2[CH:31]=[CH:32][C:27]([C:22]3[C:21]([C:19]([OH:20])=[O:18])=[CH:26][CH:25]=[CH:24][CH:23]=3)=[CH:28][CH:29]=2)[C:42]2[C:37]([C:36]=1[CH3:46])=[CH:38][C:39]([C:43](=[O:44])[NH:13][C@@H:11]([C:4]1[C:5]([F:10])=[CH:6][CH:7]=[C:8]([F:9])[C:3]=1[F:2])[CH3:12])=[CH:40][CH:41]=2 |f:0.1|. Procedure: The title compound was prepared following the same general protocol as described in Step 8-9, Example 1, using the (R)-1-(2,3,6-trifluorophenyl)ethanamine hydrochloride and the 1-((2′-(tert-butoxycarbonyl)-[1,1′-biphenyl]-4-yl)methyl)-2,3-dimethyl-1H-indole-5-carboxylic acid. ESI-MS (m/z): 557 [M+H]+. The reactants are C1CCOC1, CN1CCOCC1, CC(C)COC(=O)Cl, Nc1ccc(Oc2ccnc3ccsc23)c(F)c1, O=C(O)CCCc1ccccc1. Product: O=C(CCCc1ccccc1)Nc1ccc(Oc2ccnc3ccsc23)c(F)c1. RXN SMILES: [CH2:46]1[O:47][CH2:48][CH2:49][CH2:50]1.[CH3:13][N:14]1[CH2:15][CH2:16][O:17][CH2:18][CH2:19]1.[Cl:20][C:21]([O:22][CH2:23][CH:24]([CH3:25])[CH3:26])=[O:27].[F:28][c:29]1[cH:30][c:31]([NH2:32])[cH:33][cH:34][c:35]1[O:36][c:37]1[c:38]2[c:39]([n:40][cH:41][cH:42]1)[cH:43][cH:44][s:45]2.[c:1]1([CH2:7][CH2:8][CH2:9][C:10](=[O:11])[OH:12])[cH:2][cH:3][cH:4][cH:5][cH:6]1>>[c:1]1([CH2:7][CH2:8][CH2:9][C:10](=[O:12])[NH:32][c:31]2[cH:30][c:29]([F:28])[c:35]([O:36][c:37]3[c:38]4[c:39]([n:40][cH:41][cH:42]3)[cH:43][cH:44][s:45]4)[cH:34][cH:33]2)[cH:2][cH:3][cH:4][cH:5][cH:6]1.